The task is: describe an organic reaction: reactants, conditions, products, and yield. This data is from the Open Reaction Database (ORD), a public repository of structured organic reaction records. Reactants: COC(=O)c1ccc(CNC(=O)C2NC(CC(C)(C)C)C(C#N)(c3ccc(Cl)cc3F)C2c2cccc(Cl)c2F)cc1, CO, [Na+], [OH-]. The product is CC(C)(C)CC1NC(C(=O)NCc2ccc(C(=O)O)cc2)C(c2cccc(Cl)c2F)C1(C#N)c1ccc(Cl)cc1F. Reaction SMILES: [CH3:1][O:2][C:3]([c:4]1[cH:5][cH:6][c:7]([CH2:10][NH:11][C:12](=[O:13])[CH:14]2[NH:15][CH:16]([CH2:37][C:38]([CH3:39])([CH3:40])[CH3:41])[C:17]([C:27]#[N:28])([c:29]3[c:30]([F:36])[cH:31][c:32]([Cl:35])[cH:33][cH:34]3)[CH:18]2[c:19]2[c:20]([F:26])[c:21]([Cl:25])[cH:22][cH:23][cH:24]2)[cH:8][cH:9]1)=[O:42].[CH3:45][OH:46].[Na+:44].[OH-:43]>>[O:2]=[C:3]([c:4]1[cH:5][cH:6][c:7]([CH2:10][NH:11][C:12](=[O:13])[CH:14]2[NH:15][CH:16]([CH2:37][C:38]([CH3:39])([CH3:40])[CH3:41])[C:17]([C:27]#[N:28])([c:29]3[c:30]([F:36])[cH:31][c:32]([Cl:35])[cH:33][cH:34]3)[CH:18]2[c:19]2[c:20]([F:26])[c:21]([Cl:25])[cH:22][cH:23][cH:24]2)[cH:8][cH:9]1)[OH:42]. The reactants are N1C(CC=2C1=NC=CC2)=O (1H-pyrrolo[2,3-b]pyridin-2(3H)-one), BrC1=CC=C(C=C1)[N+](=O)[O-] (1-bromo-4-nitrobenzene), CNCCNC (N1,N2-dimethylethane-1,2-diamine), [I-].[K+] (potassium iodide). Reagents/catalysts: [Cu]I (copper(I) iodide). Solvent: O1CCOCC1 (1,4-dioxane). Conditions: temperature 95 celsius. Yields the product [N+](=O)([O-])C1=CC=C(C=C1)N1C(CC=2C1=NC=CC2)=O (1-(4-nitrophenyl)-1,3-dihydro-2H-pyrrolo[2,3-b]pyridin-2-one). The yield is 25.2%. RXN SMILES: [NH:1]1[C:5]2=[N:6][CH:7]=[CH:8][CH:9]=[C:4]2[CH2:3][C:2]1=[O:10].Br[C:12]1[CH:17]=[CH:16][C:15]([N+:18]([O-:20])=[O:19])=[CH:14][CH:13]=1.CNCCNC.[I-].[K+]>O1CCOCC1.[Cu]I>[N+:18]([C:15]1[CH:16]=[CH:17][C:12]([N:1]2[C:5]3=[N:6][CH:7]=[CH:8][CH:9]=[C:4]3[CH2:3][C:2]2=[O:10])=[CH:13][CH:14]=1)([O-:20])=[O:19] |f:3.4|. Reported procedure: A mixture of 1H-pyrrolo[2,3-b]pyridin-2(3H)-one (431 mg), 1-bromo-4-nitrobenzene (778 mg), copper(I) iodide (122 mg), N1,N2-dimethylethane-1,2-diamine (113 mg) and potassium iodide (1.36 g) in 1,4-dioxane (10 mL) was sparged with argon for 5 min then heated overnight at 95° C. After this time, the reaction mixture was cooled to ambient temperature, diluted with ethyl acetate (100 mL), filtered through diatomaceous earth and the filtrate was concentrated under reduced pressure. The residue obtain...